From a dataset of the Open Reaction Database (ORD), a public repository of structured organic reaction records. describe an organic reaction: reactants, conditions, products, and yield Reactants: O=C([O-])[O-], Cc1oc2cc(O)ccc2c1C(=O)NCC(C)C, COCC1CCCN1C(=O)c1cc2nccc(Cl)c2s1, [Cs+], [Cs+]. The product is COCC1CCCN1C(=O)c1cc2nccc(Oc3ccc4c(C(=O)NCC(C)C)c(C)oc4c3)c2s1. Reaction SMILES: [C:39](=[O:40])([O-:41])[O-:42].[CH2:21]([CH:22]([CH3:23])[CH3:24])[NH:25][C:26](=[O:27])[c:28]1[c:29]([CH3:38])[o:30][c:31]2[c:32]1[cH:33][cH:34][c:35]([OH:37])[cH:36]2.[Cl:1][c:2]1[c:3]2[c:4]([n:5][cH:6][cH:7]1)[cH:8][c:9]([C:11](=[O:12])[N:13]1[CH:14]([CH2:18][O:19][CH3:20])[CH2:15][CH2:16][CH2:17]1)[s:10]2.[Cs+:43].[Cs+:44]>>[c:2]1([O:37][c:35]2[cH:34][cH:33][c:32]3[c:28]([C:26]([NH:25][CH2:21][CH:22]([CH3:23])[CH3:24])=[O:27])[c:29]([CH3:38])[o:30][c:31]3[cH:36]2)[c:3]2[c:4]([n:5][cH:6][cH:7]1)[cH:8][c:9]([C:11](=[O:12])[N:13]1[CH:14]([CH2:18][O:19][CH3:20])[CH2:15][CH2:16][CH2:17]1)[s:10]2. Reactants: [Si](C1=CC=CC=C1)(C1=CC=CC=C1)(C(C)(C)C)OCC(C)(C)C1=NN(C(=C1)NC(=O)N[C@H]1CC[C@H](C2=CC=CC=C12)OC=1C=CC=2N(C1)C(=NN2)N2[C@H](CCCC2)C)C2=CC(=CC=C2)OCCOC2OCCCC2 (1-[3-(1-{[tert-Butyl(diphenyl)silyl]oxy}-2-methylpropan-2-yl)-1-{3-[2-(tetrahydro-2H-pyran-2-yloxy)ethoxy]phenyl}-1H-pyrazol-5-yl]-3-[(1S,4R)-4-({3-[(2S)-2-methylpiperidin-1-yl][1,2,4]triazolo[4,3-a]pyridin-6-yl}oxy)-1,2,3,4-tetrahydronaphthalen-1-yl]urea), C1(=CC=C(C=C1)S(=O)(=O)[O-])C.[NH+]1=CC=CC=C1 (pyridinium para-toluenesulfonate). The solvent is CO (MeOH). Conditions: temperature 45 celsius, time 19 hour. Product: C(=O)O.CN(CCOC=1C=C(C=CC1)N1N=C(C=C1NC(=O)N[C@H]1CC[C@H](C2=CC=CC=C12)OC=1C=CC=2N(C1)C(=NN2)N2[C@H](CCCC2)C)C(CO)(C)C)C (1-[2-[3-(2-Dimethylamino-ethoxy)-phenyl]-5-(2-hydroxy-1,1-dimethyl-ethyl)-2H-pyrazol-3-yl]-3-{(1S,4R)-4-[3-((S)-2-methyl-piperidin-1-yl)-[1,2,4]triazolo[4,3-a]pyridin-6-yloxy]-1,2,3,4-tetrahydro-naphthalen-1-yl}-urea formate salt). The yield is 91.2%. RXN SMILES: [Si]([O:18][CH2:19][C:20]([C:23]1[CH:27]=[C:26]([NH:28][C:29]([NH:31][C@@H:32]2[C:41]3[C:36](=[CH:37][CH:38]=[CH:39][CH:40]=3)[C@H:35]([O:42][C:43]3[CH:44]=[CH:45][C:46]4[N:47]([C:49]([N:52]5[CH2:57][CH2:56][CH2:55][CH2:54][C@@H:53]5[CH3:58])=[N:50][N:51]=4)[CH:48]=3)[CH2:34][CH2:33]2)=[O:30])[N:25]([C:59]2[CH:64]=[CH:63][CH:62]=[C:61]([O:65][CH2:66][CH2:67][O:68][CH:69]3CCCC[O:70]3)[CH:60]=2)[N:24]=1)([CH3:22])[CH3:21])(C(C)(C)C)(C1C=CC=CC=1)C1C=CC=CC=1.C1(C)C=CC(S([O-])(=O)=O)=CC=1.[NH+:86]1[CH:91]=CC=C[CH:87]=1>CO>[CH:69]([OH:70])=[O:68].[CH3:87][N:86]([CH3:91])[CH2:67][CH2:66][O:65][C:61]1[CH:60]=[C:59]([N:25]2[C:26]([NH:28][C:29]([NH:31][C@@H:32]3[C:41]4[C:36](=[CH:37][CH:38]=[CH:39][CH:40]=4)[C@H:35]([O:42][C:43]4[CH:44]=[CH:45][C:46]5[N:47]([C:49]([N:52]6[CH2:57][CH2:56][CH2:55][CH2:54][C@@H:53]6[CH3:58])=[N:50][N:51]=5)[CH:48]=4)[CH2:34][CH2:33]3)=[O:30])=[CH:27][C:23]([C:20]([CH3:22])([CH3:21])[CH2:19][OH:18])=[N:24]2)[CH:64]=[CH:63][CH:62]=1 |f:1.2,4.5|. Procedure: A solution of Intermediate 153g (317 mg, 0.31 mmol) in MeOH (3.1 mL) was treated with pyridinium para-toluenesulfonate (235 mg, 0.93 mmol) and the mixture was stirred at 45° C. for 19 h. The cooled solution was concentrated in vacuo, and the residue was partitioned between DCM and a saturated aqueous sodium bicarbonate solution. The phases were separated and the aqueous layer was extracted with DCM (×2). The combined organic phase was washed with water, a saturated aqueous sodium bicarbonate sol...